From a dataset of the Open Reaction Database (ORD), a public repository of structured organic reaction records. describe an organic reaction: reactants, conditions, products, and yield The reactants are CC(=O)OC(C)=O, CO, CN(C)C=O, COC(=O)c1cc(O)n2nc(CO)nc2n1, Cc1ccc(S(=O)(=O)O)cc1. Yields the product COC(=O)c1cc(O)n2nc(COC(C)=O)nc2n1. Reaction SMILES: [CH3:22][C:23](=[O:24])[O:25][C:26](=[O:27])[CH3:28].[CH3:40][OH:41].[O:17]=[CH:18][N:19]([CH3:20])[CH3:21].[OH:1][c:2]1[cH:3][c:4]([C:13](=[O:14])[O:15][CH3:16])[n:5][c:6]2[n:7]1[n:8][c:9]([CH2:11][OH:12])[n:10]2.[c:29]1([CH3:30])[cH:31][cH:32][c:33]([S:34]([OH:35])(=[O:36])=[O:37])[cH:38][cH:39]1>>[OH:1][c:2]1[cH:3][c:4]([C:13](=[O:14])[O:15][CH3:16])[n:5][c:6]2[n:7]1[n:8][c:9]([CH2:11][O:12][C:23]([CH3:22])=[O:24])[n:10]2. Starting materials: [C@@H]12C[C@@H](CCC1)C(=O)OC2=O (cis-1,3-Cyclohexanedicarboxylic Anhydride), C(OCC)(OCC)OCC (triethyl orthoformate), C1(=CC=C(C=C1)S(=O)(=O)O)C (p-Toluenesulfonic acid). Run in C(C)O (ethanol). Run at temperature 60 celsius. Product: [C@H]1(C[C@@H](CCC1)C(=O)OCC)C(=O)OCC (Diethyl cis-1,3-Cyclohexanedicarboxylate). As a reaction SMILES: [C@H:1]12[C:10](=O)[O:9][C:7](=[O:8])[C@H:3]([CH2:4][CH2:5][CH2:6]1)[CH2:2]2.[CH:12]([O:19]CC)([O:16][CH2:17][CH3:18])OCC.[C:22]1(C)C=CC(S(O)(=O)=O)=CC=1>C(O)C>[C@H:5]1([C:12]([O:16][CH2:17][CH3:18])=[O:19])[CH2:6][CH2:1][CH2:2][C@@H:3]([C:7]([O:9][CH2:10][CH3:22])=[O:8])[CH2:4]1. Procedure: Anhydride 1 (7.71 g; 50 mmol) was combined with triethyl orthoformate (12.5 mL; 75 mmol; 1.5 equiv) and ethanol (50 mL). p-Toluenesulfonic acid (0.48 g; 2.5 mmol; 0.05 equiv) was added and the reaction mixture was heated overnight at 60° C. to completely consume 1. Solid sodium bicarbonate (0.5 g) was added and the solvent was removed at reduced pressure. The residue was dissolved in toluene (25 mL), washed with saturated aqueous NaHCO3 (5 mL), dried over Na2SO4, and concentrated to afford 11.42... Reactants: CCNc1ccccc1, Cc1ccccc1, CCN(C(C)C)C(C)C, Cn1c(=O)c(C(=O)O)c(O)c2c(Cl)cccc21, O=S(Cl)Cl. Product: CCN(C(=O)c1c(O)c2c(Cl)cccc2n(C)c1=O)c1ccccc1. RXN SMILES: [CH2:27]([CH3:28])[NH:29][c:30]1[cH:31][cH:32][cH:33][cH:34][cH:35]1.[CH3:40][c:41]1[cH:42][cH:43][cH:44][cH:45][cH:46]1.[CH:18]([N:19]([CH:20]([CH3:21])[CH3:22])[CH2:23][CH3:24])([CH3:25])[CH3:26].[OH:1][c:2]1[c:3]([C:15](=[O:16])[OH:17])[c:4](=[O:14])[n:5]([CH3:13])[c:6]2[cH:7][cH:8][cH:9][c:10]([Cl:12])[c:11]12.[S:36]([Cl:37])([Cl:38])=[O:39]>>[OH:1][c:2]1[c:3]([C:15](=[O:17])[N:29]([CH2:27][CH3:28])[c:30]2[cH:31][cH:32][cH:33][cH:34][cH:35]2)[c:4](=[O:14])[n:5]([CH3:13])[c:6]2[cH:7][cH:8][cH:9][c:10]([Cl:12])[c:11]12. Reactants: O (water), C(C=C)OC(=O)N1CCC(=CC1)C1=C(N2C([C@@H]([C@H]2C1)[C@@H](C)O)=O)C(=O)OCC=C (allyl (5R,6S)-3-(1-allyloxycarbonyl-1,2,3,6-tetrahydropyridin-4-yl)-6-[(1R)-1-hydroxyethyl]-7-oxo-1-azabicyclo[3.2.0]hept-2-ene-2-carboxylate), C1(=CC=CC=C1)P(C1=CC=CC=C1)C1=CC=CC=C1 (triphenylphosphine), CC1(CC(CC(C1)=O)=O)C (5,5-dimethyl-1,3-cyclohexanedione). The reagents and catalysts are [Pd].C1(=CC=CC=C1)P(C1=CC=CC=C1)C1=CC=CC=C1.C1(=CC=CC=C1)P(C1=CC=CC=C1)C1=CC=CC=C1.C1(=CC=CC=C1)P(C1=CC=CC=C1)C1=CC=CC=C1.C1(=CC=CC=C1)P(C1=CC=CC=C1)C1=CC=CC=C1 (tetrakis(triphenylphosphine) palladium(0)). Solvent: C(C)(=O)OCC (ethyl acetate), O1CCCC1 (tetrahydrofuran). Run at time 1 hour. Product: O[C@H](C)[C@@H]1[C@H]2CC(=C(N2C1=O)C(=O)O)C=1CCNCC1 ((5R,6S)-6-[ (1R)-1-hydroxyethyl]-7-oxo-3-(1,2,3,6-tetrahydropyridin-4-yl)-1-azabicyclo[3.2.0]hept-2-ene-2-carboxylic acid). Isolated yield 35.1%. RXN SMILES: C(OC([N:7]1[CH2:12][CH:11]=[C:10]([C:13]2[CH2:19][C@H:18]3[N:15]([C:16](=[O:23])[C@@H:17]3[C@H:20]([OH:22])[CH3:21])[C:14]=2[C:24]([O:26]CC=C)=[O:25])[CH2:9][CH2:8]1)=O)C=C.C1(P(C2C=CC=CC=2)C2C=CC=CC=2)C=CC=CC=1.CC1(C)CC(=O)CC(=O)C1.O>O1CCCC1.[Pd].C1(P(C2C=CC=CC=2)C2C=CC=CC=2)C=CC=CC=1.C1(P(C2C=CC=CC=2)C2C=CC=CC=2)C=CC=CC=1.C1(P(C2C=CC=CC=2)C2C=CC=CC=2)C=CC=CC=1.C1(P(C2C=CC=CC=2)C2C=CC=CC=2)C=CC=CC=1.C(OCC)(=O)C>[OH:22][C@@H:20]([C@H:17]1[C:16](=[O:23])[N:15]2[C@@H:18]1[CH2:19][C:13]([C:10]1[CH2:11][CH2:12][NH:7][CH2:8][CH:9]=1)=[C:14]2[C:24]([OH:26])=[O:25])[CH3:21] |f:5.6.7.8.9|. Procedure details: To a solution of allyl (5R,6S)-3-(1-allyloxycarbonyl-1,2,3,6-tetrahydropyridin-4-yl)-6-[(1R)-1-hydroxyethyl]-7-oxo-1-azabicyclo[3.2.0]hept-2-ene-2-carboxylate (0.280 g) in tetrahydrofuran (9 ml) were added successively triphenylphosphine (0.094 g), 5,5-dimethyl-1,3-cyclohexanedione (dimedone) (0.201 g) and tetrakis(triphenylphosphine) palladium(0) (41.5 mg). After stirring at ambient temperature for 1 hour, the mixture was poured into a mixture of cold water (50 ml) and ethyl acetate (30 ml). Th... Conditions: time 16 hour. Procedure: To a stirred solution of compound 198 (313 mg, 0.600 mmol) in THF (15 ml) was added TBAF 1M in THF (1.20 ml, 1.20 mmol). The reaction mixture was stirred 16 h at room temperature. The solvent was evaporated and the residue was dissolved in EtOAc, washed with sat. NH4Cl and brine, dried over anhydrous MgSO4, filtered and concentrated to afford the title compound 199 (150 mg, 61% yield) as a white powder. 1H NMR (DMSO-d6) δ (ppm): 9.72 (bs, 1H), 9.49 (bs, 1H), 7.90 (d, J=8.1 Hz, 2H), 7.63 (d, J=8.... Reaction SMILES: C([Si](C)(C)[O:6][C:7]1[CH:12]=[CH:11][CH:10]=[CH:9][C:8]=1[NH:13][C:14](=[O:34])[C:15]1[CH:20]=[CH:19][C:18]([CH2:21][S:22][C:23]2[NH:27][C:26]3[CH:28]=[CH:29][C:30]([O:32][CH3:33])=[CH:31][C:25]=3[N:24]=2)=[CH:17][CH:16]=1)(C)(C)C.CCCC[N+](CCCC)(CCCC)CCCC.[F-]>C1COCC1>[OH:6][C:7]1[CH:12]=[CH:11][CH:10]=[CH:9][C:8]=1[NH:13][C:14](=[O:34])[C:15]1[CH:16]=[CH:17][C:18]([CH2:21][S:22][C:23]2[NH:27][C:26]3[CH:28]=[CH:29][C:30]([O:32][CH3:33])=[CH:31][C:25]=3[N:24]=2)=[CH:19][CH:20]=1 |f:1.2|. Run in C1CCOC1 (THF), C1CCOC1 (THF). Isolated yield 61.7%. Yields the product OC1=C(C=CC=C1)NC(C1=CC=C(C=C1)CSC1=NC2=C(N1)C=CC(=C2)OC)=O (N-(2-Hydroxy-phenyl)-4-(5-methoxy-1H-benzoimidazol-2-ylsulfanylmethyl)-benzamide). Starting materials: C(C)(C)(C)[Si](OC1=C(C=CC=C1)NC(C1=CC=C(C=C1)CSC1=NC2=C(N1)C=CC(=C2)OC)=O)(C)C (N-[2-(tert-Butyl-dimethyl-silanyloxy)-phenyl]-4-(5-methoxy-1H-benzoimidazol-2-ylsulfanylmethyl)-benzamide), CCCC[N+](CCCC)(CCCC)CCCC.[F-] (TBAF).